From a dataset of the Open Reaction Database (ORD), a public repository of structured organic reaction records. describe an organic reaction: reactants, conditions, products, and yield Starting materials: CCCC[N+](CCCC)(CCCC)CCCC, CC(CO)c1cc(C(=O)c2ccc(Cl)cc2)no1, ClCCl, O=S(=O)(O)O, O=S(=O)([O-])O. The product is CC(C(=O)O)c1cc(C(=O)c2ccc(Cl)cc2)no1. Reaction SMILES: [CH2:32]([N+:33]([CH2:34][CH2:35][CH2:36][CH3:37])([CH2:38][CH2:39][CH2:40][CH3:41])[CH2:42][CH2:43][CH2:44][CH3:45])[CH2:46][CH2:47][CH3:48].[Cl:1][c:2]1[cH:3][cH:4][c:5]([C:6](=[O:7])[c:8]2[n:9][o:10][c:11]([CH:13]([CH2:14][OH:15])[CH3:16])[cH:12]2)[cH:17][cH:18]1.[Cl:24][CH2:25][Cl:26].[S:19]([OH:20])(=[O:21])(=[O:22])[OH:23].[S:27]([O-:28])([OH:29])(=[O:30])=[O:31]>>[Cl:1][c:2]1[cH:3][cH:4][c:5]([C:6](=[O:7])[c:8]2[n:9][o:10][c:11]([CH:13]([C:14](=[O:15])[OH:20])[CH3:16])[cH:12]2)[cH:17][cH:18]1. Yields the product Cc1cc([N+](=O)[O-])ccc1OCCCCl. Reactants: O=C([O-])[O-], Cc1cc([N+](=O)[O-])ccc1O, CC#N, ClCCCI, [K+], [K+]. RXN SMILES: [C:12](=[O:13])([O-:14])[O-:15].[CH3:1][c:2]1[c:3]([OH:11])[cH:4][cH:5][c:6]([N+:8](=[O:9])[O-:10])[cH:7]1.[CH3:23][C:24]#[N:25].[Cl:18][CH2:19][CH2:20][CH2:21][I:22].[K+:16].[K+:17]>>[CH3:1][c:2]1[c:3]([O:11][CH2:21][CH2:20][CH2:19][Cl:18])[cH:4][cH:5][c:6]([N+:8](=[O:9])[O-:10])[cH:7]1. The reactants are ClC1=C(C(=C(C(=C1)F)N1C(N(C(=CC1=O)C(F)(F)F)C)=O)CC(=C)C)O (1-[4-chloro-6-fluoro-3-hydroxy-2-(2 -methyl-2-propenyl)phenyl]-3-methyl-4-trifluoromethyl-1,2,3,6-tetrahydropyrimidine-2,6-dione), ClC1=CC(=CC=C1)C(=O)OO (m-chloroperbenzoic acid), S(=O)([O-])[O-].[Na+].[Na+] (sodium sulfite). Run in C(Cl)(Cl)Cl (chloroform), C(Cl)(Cl)Cl (chloroform). Yields the product ClC1=C(C(=C(C(=C1)F)N1C(N(C(=CC1=O)C(F)(F)F)C)=O)CC1(CO1)C)O (1-[4-chloro-6-fluoro-3-hydroxy-2-(2,3-epoxy-2-methylpropyl)phenyl]-3-methyl-4-trifluoromethyl-1,2,3,6-tetrahydropyrimidine-2,6-dione). The yield is 88.4%. As a reaction SMILES: [Cl:1][C:2]1[CH:7]=[C:6]([F:8])[C:5]([N:9]2[C:14](=[O:15])[CH:13]=[C:12]([C:16]([F:19])([F:18])[F:17])[N:11]([CH3:20])[C:10]2=[O:21])=[C:4]([CH2:22][C:23]([CH3:25])=[CH2:24])[C:3]=1[OH:26].ClC1C=CC=C(C(OO)=[O:35])C=1.S([O-])([O-])=O.[Na+].[Na+]>C(Cl)(Cl)Cl>[Cl:1][C:2]1[CH:7]=[C:6]([F:8])[C:5]([N:9]2[C:14](=[O:15])[CH:13]=[C:12]([C:16]([F:18])([F:19])[F:17])[N:11]([CH3:20])[C:10]2=[O:21])=[C:4]([CH2:22][C:23]2([CH3:25])[O:35][CH2:24]2)[C:3]=1[OH:26] |f:2.3.4|. Procedure: In 500 ml of chloroform, 50 g of 1-[4-chloro-6-fluoro-3-hydroxy-2-(2 -methyl-2-propenyl)phenyl]-3-methyl-4-trifluoromethyl-1,2,3,6-tetrahydropyrimidine-2,6-dione was dissolved, to which 30.0 g of m-chloroperbenzoic acid was added, and the reaction was effected at 60° C. for 4.5 :hours. After completion of the reaction, the reaction mixture was cooled to room temperature and subjected to fractionation with a separatory funnel using chloroform and an aqueous solution of sodium sulfite. The organic... The reactants are COC1(CCC(CC1)(CO)C1=CC(=C(C=C1)OC)OC1CCCC1)OC (4-(3-Cyclopentyloxy-4-methoxyphenyl)-4-(hydroxymethyl)-cyclohexan-1-one dimethyl ketal), Cl (hydrochloric acid). Solvent: CCOCC (ether). Product: C1(CCCC1)OC=1C=C(C=CC1OC)C1(CCC(CC1)=O)CO (4-(3-Cyclopentyloxy-4-methoxyphenyl)-4-(hydroxymethyl)cyclohexan-1-one). Reaction SMILES: C[O:2][C:3]1(OC)[CH2:8][CH2:7][C:6]([C:11]2[CH:16]=[CH:15][C:14]([O:17][CH3:18])=[C:13]([O:19][CH:20]3[CH2:24][CH2:23][CH2:22][CH2:21]3)[CH:12]=2)([CH2:9][OH:10])[CH2:5][CH2:4]1.Cl>CCOCC>[CH:20]1([O:19][C:13]2[CH:12]=[C:11]([C:6]3([CH2:9][OH:10])[CH2:5][CH2:4][C:3](=[O:2])[CH2:8][CH2:7]3)[CH:16]=[CH:15][C:14]=2[O:17][CH3:18])[CH2:21][CH2:22][CH2:23][CH2:24]1. Procedure: 4-(3-Cyclopentyloxy-4-methoxyphenyl)-4-(hydroxymethyl)-cyclohexan-1-one dimethyl ketal (0.15 g, 0.41 mmol) in ether (2 mL) was treated with 1N hydrochloric acid (2 mL) and the mixture was stirred vigorously and gently heated for 10 min. The mixture was extracted with ether, the combined organic extracts were washed with 5% aqueous sodium carbonate, dried (potassium carbonate) and the solvent was removed in vacuo. Purification by flash chromatography, eluting with 25% ethyl acetate/chloroform, pr...